Dataset: the Open Reaction Database (ORD), a public repository of structured organic reaction records. Task: describe an organic reaction: reactants, conditions, products, and yield Yield: 90.2%. Solvent: O1CCCC1.O (tetrahydrofuran water). Reaction SMILES: C[O:2][C:3](=[O:24])[C@@H:4]([N:9]1[CH2:13][C:12]2[CH2:14][C:15]3[CH:16]=[CH:17][CH:18]=[C:19]([Cl:22])[C:20]=3[O:21][C:11]=2[C:10]1=[O:23])[CH2:5][CH:6]([CH3:8])[CH3:7].O.[OH-].[Li+]>O1CCCC1.O>[Cl:22][C:19]1[C:20]2[O:21][C:11]3[C:10](=[O:23])[N:9]([C@@H:4]([CH2:5][CH:6]([CH3:8])[CH3:7])[C:3]([OH:24])=[O:2])[CH2:13][C:12]=3[CH2:14][C:15]=2[CH:16]=[CH:17][CH:18]=1 |f:1.2.3,4.5|. Procedure details: A solution of (S)-2-(5-chloro-3-oxo-3,9-dihydro-1H-chromeno[2,3-c]pyrrol-2-yl)-4-methyl-pentanoic acid methyl ester (2 g, 5.71 mmol) and lithium hydroxide monohydrate (0.312 g, 7.40 mmol) was stirred at 25° C. for 2 hours in tetrahydrofuran-water (3:1) mixture (50 mL). The reaction mixture was concentrated in vacuo to remove tetrahydrofuran, and the residue was acidified with 2N hydrochloric acid, and diluted with water. The resulting solution was extracted with ethyl acetate (3×). The combined ... The product is ClC1=CC=CC=2CC3=C(C(N(C3)[C@H](C(=O)O)CC(C)C)=O)OC12 ((S)-2-(5-chloro-3-oxo-3,9-dihydro-1H-chromeno[2,3-c]pyrrol-2-yl)-4-methyl-pentanoic acid). Reactants: COC([C@H](CC(C)C)N1C(C2=C(C1)CC=1C=CC=C(C1O2)Cl)=O)=O ((S)-2-(5-chloro-3-oxo-3,9-dihydro-1H-chromeno[2,3-c]pyrrol-2-yl)-4-methyl-pentanoic acid methyl ester), O.[OH-].[Li+] (lithium hydroxide monohydrate), mixture.